This data is from the Open Reaction Database (ORD), a public repository of structured organic reaction records. The task is: describe an organic reaction: reactants, conditions, products, and yield Reactants: CS(=O)(=O)C=1C=C(C(=O)Cl)C=C(C1)C(F)(F)F (3-(methylsulfonyl)-5-(trifluoromethyl)benzoyl chloride), CCN(C(C)C)C(C)C (DIPEA), CNC=1C=NC=CC1C=1C(=NC=CC1)OC1CN(C1)C(=O)OC(C)(C)C (tert-butyl 3-(3′-(methylamino)-3,4′-bipyridin-2-yloxy)azetidine-1-carboxylate), FC1=C(C(=CC=C1)OC)C1=C(C=NC=C1)N(C(C1=CC(=CC(=C1)C(F)(F)F)S(=O)(=O)C)=O)CC(F)(F)F (N-[4-(2-Fluoro-6-methoxy-phenyl)-pyridin-3-yl]-3-methanesulfonyl-N-(2,2,2-trifluoro-ethyl)-5-trifluoromethyl-benzamide), FC1=C(C(=CC=C1)OC)C1=C(C=NC=C1)N(C(C1=CC(=CC(=C1)C(F)(F)F)S(=O)(=O)C)=O)CC(F)(F)F (N-[4-(2-Fluoro-6-methoxy-phenyl)-pyridin-3-yl]-3-methanesulfonyl-N-(2,2,2-trifluoro-ethyl)-5-trifluoromethyl-benzamide), CCN(C(C)C)C(C)C (DIPEA), [NH4+].[Cl-] (NH4Cl). Run in C(Cl)Cl (CH2Cl2), C(Cl)Cl (CH2Cl2). Reaction conditions: time 24 hour. The product is C(C)(C)(C)OC(=O)N1CC(C1)OC1=NC=CC=C1C1=C(C=NC=C1)N(C)C(C1=CC(=CC(=C1)C(F)(F)F)S(=O)(=O)C)=O (3-{3′-[(3-Methanesulfonyl-5-trifluoromethyl-benzoyl)-methyl-amino]-[3,4]bipyridinyl-2-yloxy}-azetidine-1-carboxylic acid tert-butyl ester). As a reaction SMILES: [CH3:1][NH:2][C:3]1[CH:4]=[N:5][CH:6]=[CH:7][C:8]=1[C:9]1[C:10]([O:15][CH:16]2[CH2:19][N:18]([C:20]([O:22][C:23]([CH3:26])([CH3:25])[CH3:24])=[O:21])[CH2:17]2)=[N:11][CH:12]=[CH:13][CH:14]=1.FC1C=CC=C(OC)C=1C1C=CN=CC=1N(CC(F)(F)F)[C:43](=[O:58])[C:44]1[CH:49]=[C:48]([C:50]([F:53])([F:52])[F:51])[CH:47]=[C:46]([S:54]([CH3:57])(=[O:56])=[O:55])[CH:45]=1.CCN(C(C)C)C(C)C.CS(C1C=C(C=C(C(F)(F)F)C=1)C(Cl)=O)(=O)=O.[NH4+].[Cl-]>C(Cl)Cl>[C:23]([O:22][C:20]([N:18]1[CH2:19][CH:16]([O:15][C:10]2[C:9]([C:8]3[CH:7]=[CH:6][N:5]=[CH:4][C:3]=3[N:2]([C:43](=[O:58])[C:44]3[CH:49]=[C:48]([C:50]([F:53])([F:51])[F:52])[CH:47]=[C:46]([S:54]([CH3:57])(=[O:56])=[O:55])[CH:45]=3)[CH3:1])=[CH:14][CH:13]=[CH:12][N:11]=2)[CH2:17]1)=[O:21])([CH3:26])([CH3:25])[CH3:24] |f:4.5|. Procedure details: To a solution of tert-butyl 3-(3′-(methylamino)-3,4′-bipyridin-2-yloxy)azetidine-1-carboxylate (0.149 g, 418 μmol) in CH2Cl2 (4 mL) were added 3-(methylsulfonyl)-5-(trifluoromethyl)benzoyl chloride (240 mg, 836 μmol, example 223, intermediate d) and DIPEA (216 mg, 292 μL, 1.67 mmol) and the light yellow solution was stirred at room temperature for 24 hours. Another batch of 3-(methylsulfonyl)-5-(trifluoromethyl)benzoyl chloride (164 mg, 573 μmol) and DIPEA (162 mg, 219 μL, 1.25 mmol) was added a... The reactants are N1N=CC(=C1)C1=CC2=C(C=3N=C(SC3CCO2)C(=O)O)C=C1 (8-(1H-Pyrazol-4-yl)-4,5-dihydro-6-oxa-3-thia-1-aza-benzo[e]azulene-2-carboxylic acid), CNCCO (2-(methylamino)ethanol). The product is OCCN(C(=O)C=1SC=2CCOC3=C(C2N1)C=CC(=C3)C=3C=NNC3)C (8-(1H-Pyrazol-4-yl)-4,5-dihydro-6-oxa-3-thia-1-aza-benzo[e]azulene-2-carboxylic acid (2-hydroxy-ethyl)-methyl-amide). Reaction SMILES: [NH:1]1[CH:5]=[C:4]([C:6]2[CH:22]=[CH:21][C:9]3[C:10]4[N:11]=[C:12]([C:18](O)=[O:19])[S:13][C:14]=4[CH2:15][CH2:16][O:17][C:8]=3[CH:7]=2)[CH:3]=[N:2]1.[CH3:23][NH:24][CH2:25][CH2:26][OH:27]>>[OH:27][CH2:26][CH2:25][N:24]([CH3:23])[C:18]([C:12]1[S:13][C:14]2[CH2:15][CH2:16][O:17][C:8]3[CH:7]=[C:6]([C:4]4[CH:5]=[N:1][NH:2][CH:3]=4)[CH:22]=[CH:21][C:9]=3[C:10]=2[N:11]=1)=[O:19]. Reported procedure: Following the procedure for 103, 8-(1H-Pyrazol-4-yl)-4,5-dihydro-6-oxa-3-thia-1-aza-benzo[e]azulene-2-carboxylic acid (50.0 mg, 0.2 mmol) was reacted with 2-(methylamino)ethanol (1.2 equiv) to give 154 (10.4 mg, M+1 371.1) The reactants are O (WATER), N1(CCC(CC1)C(=O)OC(C)(C)C)C(=O)OCC1=CC=CC=C1 (O1-benzyl O4-tert-butyl piperidine-1,4-dicarboxylate), CO (Methanol), [H][H] (Hydrogen). The reagents and catalysts are [Pd] (Pd), [Pd] (Pd). Run in CCOC(=O)C (EtOAc), CCOC(=O)C (EtOAc). Conditions: time 8 hour. Product: N1CCC(CC1)C(=O)OC(C)(C)C (tert-butyl piperidine-4-carboxylate). Yield: 91.3%. As a reaction SMILES: O.[N:2]1(C(OCC2C=CC=CC=2)=O)[CH2:7][CH2:6][CH:5]([C:8]([O:10][C:11]([CH3:14])([CH3:13])[CH3:12])=[O:9])[CH2:4][CH2:3]1.[H][H].CO>CCOC(C)=O.[Pd]>[NH:2]1[CH2:7][CH2:6][CH:5]([C:8]([O:10][C:11]([CH3:14])([CH3:13])[CH3:12])=[O:9])[CH2:4][CH2:3]1. Procedure: To a 3 L florentine under nitrogen was charged Pd on C, wet, Degussa (10% Pd, 50% WATER) (8.120 g, 76.30 mmol) then EtOAc (1.706 L). The mixture was degassed via N2/vacuum cycles (3×), then a solution of O1-benzyl O4-tert-butyl piperidine-1,4-dicarboxylate 21 (243.7 g, 763.0 mmol) in EtOAc (243.7 mL) was added. Mixture was stirred under a hydrogen atmosphere overnight. Hydrogen was replenished and mixture was stirred for a further 3.5 h. Methanol (60 mL) was added to aid dissolution of precipita...